From a dataset of the Open Reaction Database (ORD), a public repository of structured organic reaction records. describe an organic reaction: reactants, conditions, products, and yield The reactants are C(C1=CC=CC=C1)OC(C=CC1=CC(=CC=C1)CC(C)(C)NC(=O)OC(C)(C)C)=O (3-[3-(2-tert-butoxycarbonylamino-2-methyl-propyl)-phenyl]-acrylic acid benzyl ester), FC(C(=O)O)(F)F (trifluoroacetic acid). Run in ClCCl (dichloromethane). Conditions: time 1 hour. Product: C(C1=CC=CC=C1)OC(C=CC1=CC(=CC=C1)CC(C)(C)N)=O (3-[3-(2-Amino-2-methyl-propyl)-phenyl]-acrylic acid benzyl ester). RXN SMILES: [CH2:1]([O:8][C:9](=[O:30])[CH:10]=[CH:11][C:12]1[CH:17]=[CH:16][CH:15]=[C:14]([CH2:18][C:19]([NH:22]C(OC(C)(C)C)=O)([CH3:21])[CH3:20])[CH:13]=1)[C:2]1[CH:7]=[CH:6][CH:5]=[CH:4][CH:3]=1.FC(F)(F)C(O)=O>ClCCl>[CH2:1]([O:8][C:9](=[O:30])[CH:10]=[CH:11][C:12]1[CH:17]=[CH:16][CH:15]=[C:14]([CH2:18][C:19]([NH2:22])([CH3:20])[CH3:21])[CH:13]=1)[C:2]1[CH:3]=[CH:4][CH:5]=[CH:6][CH:7]=1. Procedure details: A mixture of 3-[3-(2-tert-butoxycarbonylamino-2-methyl-propyl)-phenyl]-acrylic acid benzyl ester (preparation 141), (2.23 g, 5.45 mmol), and trifluoroacetic acid (5 mL) in dichloromethane (10 mL) was stirred for 1 hour at room temperature. The mixture was then concentrated in vacuo and the residue was diluted with sodium hydrogen carbonate solution (10 mL) and extracted with ethyl acetate (3×20 mL). The combined organic solution was dried over magnesium sulfate and concentrated in vacuo to affor...